This data is from the Open Reaction Database (ORD), a public repository of structured organic reaction records. The task is: describe an organic reaction: reactants, conditions, products, and yield Yields the product FC1=C2C=C(NC2=CC=C1OC1=NC=NC2=CC(=C(C=C12)OC)OCCCN1CCN(CC1)C)C (4-(4-fluoro-2-methylindol-5-yloxy)-6-methoxy-7-(3-(4-methylpiperazin-1-yl)propoxy)quinazoline). Starting materials: ClC1=NC=NC2=CC(=C(C=C12)OC)OCCCN1CCN(CC1)C (4-chloro-6-methoxy-7-(3-(4-methylpiperazin-1-yl)propoxy)quinazoline), FC1=C2C=C(NC2=CC=C1O)C (4-fluoro-5-hydroxy-2-methylindole). Reaction SMILES: Cl[C:2]1[C:11]2[C:6](=[CH:7][C:8]([O:14][CH2:15][CH2:16][CH2:17][N:18]3[CH2:23][CH2:22][N:21]([CH3:24])[CH2:20][CH2:19]3)=[C:9]([O:12][CH3:13])[CH:10]=2)[N:5]=[CH:4][N:3]=1.[F:25][C:26]1[C:34]([OH:35])=[CH:33][CH:32]=[C:31]2[C:27]=1[CH:28]=[C:29]([CH3:36])[NH:30]2>>[F:25][C:26]1[C:34]([O:35][C:2]2[C:11]3[C:6](=[CH:7][C:8]([O:14][CH2:15][CH2:16][CH2:17][N:18]4[CH2:23][CH2:22][N:21]([CH3:24])[CH2:20][CH2:19]4)=[C:9]([O:12][CH3:13])[CH:10]=3)[N:5]=[CH:4][N:3]=2)=[CH:33][CH:32]=[C:31]2[C:27]=1[CH:28]=[C:29]([CH3:36])[NH:30]2. Procedure details: Using an analogous procedure to that described in Example 237, 4-chloro-6-methoxy-7-(3-(4-methylpiperazin-1-yl)propoxy)quinazoline (106 mg, 0.30 mmol), (prepared as described for the starting material in Example 176), was reacted with 4-fluoro-5-hydroxy-2-methylindole (60 mg, 0.36 mmol), (prepared as described for the starting material in Example 237), to give 4-(4-fluoro-2-methylindol-5-yloxy)-6-methoxy-7-(3-(4-methylpiperazin-1-yl)propoxy)quinazoline (100 mg, 70%). Isolated yield 69.5%. The reactants are O=C([O-])[O-], CC(C)(C)c1ccccc1O, C#CCBr, CC#N, [K+], [K+], O. The product is C#CCOc1ccccc1C(C)(C)C. As a reaction SMILES: [C:16](=[O:17])([O-:18])[O-:19].[C:1]([CH3:2])([CH3:3])([CH3:4])[c:5]1[c:6]([OH:11])[cH:7][cH:8][cH:9][cH:10]1.[CH2:12]([C:13]#[CH:14])[Br:15].[CH3:22][C:23]#[N:24].[K+:20].[K+:21].[OH2:25]>>[C:1]([CH3:2])([CH3:3])([CH3:4])[c:5]1[c:6]([O:11][CH2:14][C:13]#[CH:12])[cH:7][cH:8][cH:9][cH:10]1. The reactants are COC1=C(C=C(C=C1)C1=CC=C(C=C1)C(=O)OCC)C1=CC(=CC=C1)[N+](=O)[O-] (4′-methoxy-3′-(3-nitrophenyl)-[1,1′-biphenyl]-4-carboxylic acid, ethyl ester), C[Al](C)C (trimethylaluminium), [Cl-].[NH4+] (ammonium choride). Run in C1(=CC=CC=C1)C (toluene), C1(=CC=CC=C1)C (toluene), C1(=CC=CC=C1)C (toluene). Run at temperature 20 celsius, time 2 hour. Product: COC1=C(C=C(C=C1)C1=CC=C(C=C1)C(=O)N)C1=CC(=CC=C1)[N+](=O)[O-] (4′-methoxy-3′-(3-nitrophenyl)-[1,1′-biphenyl]-4-carboxamide). As a reaction SMILES: C[Al](C)C.[Cl-].[NH4+:6].[CH3:7][O:8][C:9]1[CH:14]=[CH:13][C:12]([C:15]2[CH:20]=[CH:19][C:18]([C:21]([O:23]CC)=O)=[CH:17][CH:16]=2)=[CH:11][C:10]=1[C:26]1[CH:31]=[CH:30][CH:29]=[C:28]([N+:32]([O-:34])=[O:33])[CH:27]=1>C1(C)C=CC=CC=1>[CH3:7][O:8][C:9]1[CH:14]=[CH:13][C:12]([C:15]2[CH:16]=[CH:17][C:18]([C:21]([NH2:6])=[O:23])=[CH:19][CH:20]=2)=[CH:11][C:10]=1[C:26]1[CH:31]=[CH:30][CH:29]=[C:28]([N+:32]([O-:34])=[O:33])[CH:27]=1 |f:1.2|. Reported procedure: A solution of trimethylaluminium in toluene (10 mL of 2.0 M) is added over 30 minutes to a stirred suspension of ammonium choride (107 g, 20 mmol) in toluene (20 mL) at 5° C. under an argon atmosphere. The mixture is stirred at 20° C. for 2 h, treated with a solution of 4′-methoxy-3′-(3-nitrophenyl)-[1,1′-biphenyl]-4-carboxylic acid, ethyl ester (1.65 g, 4.3 mmol) in toluene (40 mL) and stirred at 60° C. for 18 h. The cooled mixture is washed with hydrochloric acid (50 mL of 0.5 M) followed by s... Starting materials: CC(=O)C1=CC(=CC=C1)Br (3-bromoacetophenone), C(NC=O)(NC=O)NC=O (N,N′,N″-methylidynetrisformamide), C1(=CC=C(C=C1)S(=O)(=O)O)C (p-toluenesulfonic acid), C(=O)N (formamide), aqueous solution, [OH-].[Na+] (caustic soda), Cl (hydrochloric acid). Conditions: temperature 160 celsius, time 2 hour. Yields the product BrC=1C=C(C=CC1)C1=NC=NC=C1 (4-(3-bromophenyl)pyrimidine). Yield: 17.7%. Reaction SMILES: [CH3:1][C:2]([C:4]1[CH:9]=[CH:8][CH:7]=[C:6]([Br:10])[CH:5]=1)=O.[CH:11](NC=O)([NH:15]C=O)[NH:12][CH:13]=O.C1(C)C=CC(S(O)(=O)=O)=CC=1.C(N)=O.[OH-].[Na+].Cl>>[Br:10][C:6]1[CH:5]=[C:4]([C:2]2[CH:1]=[CH:13][N:12]=[CH:11][N:15]=2)[CH:9]=[CH:8][CH:7]=1 |f:4.5|. Procedure: A mixture of 9.0 g (59.9 mmol) of 3-bromoacetophenone, 17.1 g (118 mmol) of N,N′,N″-methylidynetrisformamide, 0.57 g (3.0 mmol) of p-toluenesulfonic acid and 27 g of formamide was stirred at 160° C. for 2 hours. After the reaction mixture was cooled to room temperature, a 5% aqueous solution of caustic soda was added thereto, and the mixture was adjusted to pH 4 with a 5% aqueous hydrochloric acid and extracted with ethyl acetate. The organic layer was washed successively with a saturated aqueou... As a reaction SMILES: [CH3:30][CH2:31][O:32][C:33](=[O:34])[CH3:35].[NH2:1][C:2]1=[C:8]([c:9]2[cH:10][cH:11][cH:12][cH:13][cH:14]2)[CH:6]([CH3:7])[NH:5][N:3]1[CH3:4].[c:15]1([N:21]=[C:22]=[O:23])[cH:16][cH:17][cH:18][cH:19][cH:20]1.[cH:24]1[cH:25][cH:26][cH:27][cH:28][cH:29]1>>[NH2:1][C:22]([NH:21][c:15]1[cH:16][cH:17][cH:18][cH:19][cH:20]1)=[O:23]. The reactants are CCOC(C)=O, CC1NN(C)C(N)=C1c1ccccc1, O=C=Nc1ccccc1, c1ccccc1. Yields the product NC(=O)Nc1ccccc1. Starting materials: C(C)(C)(C)NC=1SC(=C(N1)C)C(=O)O (2-t-butylamino-4-methyl-thiazole-5-carboxylic acid), C(C)(C)(C)NC=1SC(=C(N1)C)C(=O)Cl (2-t-butylamino-4-methyl-thiazole-5-carboxylic acid chloride), P(Cl)(Cl)(Cl)(Cl)Cl (phosphorus pentachloride), Cl.NC(C#N)C=1SC=CC1 (amino-thiophen-2-yl-acetonitrile hydrochloride). Solvent: C(C)N(CC)CC (triethylamine). The product is C(#N)C(C=1SC=CC1)NC(=O)C1=C(N=C(S1)NC(C)(C)C)C (2-t-butylamino-4-methyl-thiazole-5-carboxylic acid (cyano-thiophen-2-yl-methyl)-amide). The yield is 41.0%. Reaction SMILES: [C:1]([NH:5][C:6]1[S:7][C:8]([C:12]([OH:14])=O)=[C:9]([CH3:11])[N:10]=1)([CH3:4])([CH3:3])[CH3:2].C(NC1SC(C(Cl)=O)=C(C)N=1)(C)(C)C.P(Cl)(Cl)(Cl)(Cl)Cl.Cl.[NH2:36][CH:37]([C:40]1[S:41][CH:42]=[CH:43][CH:44]=1)[C:38]#[N:39]>C(N(CC)CC)C>[C:38]([CH:37]([NH:36][C:12]([C:8]1[S:7][C:6]([NH:5][C:1]([CH3:2])([CH3:3])[CH3:4])=[N:10][C:9]=1[CH3:11])=[O:14])[C:40]1[S:41][CH:42]=[CH:43][CH:44]=1)#[N:39] |f:3.4|. Procedure details: 1.5g of 2-t-butylamino-4-methyl-thiazole-5-carboxylic acid was converted into 2-t-butylamino-4-methyl-thiazole-5-carboxylic acid chloride using 1.6g of phosphorus pentachloride according to the same procedure as EXAMPLE 1. Then 1.4g of amino-thiophen-2-yl-acetonitrile hydrochloride and 3.3ml of triethylamine were added thereto and the reaction mixture was treated according to the same procedure as EXAMPLE 1 to obtain 0.96g (Yield 41%) of the title compound. The reactants are 22.8, C(C1=CC=CC=C1)C(=O)C1=C(C=C(C=C1)O)O (2,4-dihydroxyphenyl benzyl ketone), C(CCCCCCC(C)C)Br (isodecyl bromide), C([O-])([O-])=O.[K+].[K+] (potassium carbonate). The solvent is CC(=O)C (acetone). Product: 26.2, C(C1=CC=CC=C1)C(=O)C1=C(C=C(C=C1)OCCCCCCCC(C)C)O (2-hydroxy-4-isodecyloxyphenyl benzyl ketone). RXN SMILES: [CH2:1]([C:8]([C:10]1[CH:15]=[CH:14][C:13]([OH:16])=[CH:12][C:11]=1[OH:17])=[O:9])[C:2]1[CH:7]=[CH:6][CH:5]=[CH:4][CH:3]=1.[CH2:18](Br)[CH2:19][CH2:20][CH2:21][CH2:22][CH2:23][CH2:24][CH:25]([CH3:27])[CH3:26].C(=O)([O-])[O-].[K+].[K+]>CC(C)=O>[CH2:1]([C:8]([C:10]1[CH:15]=[CH:14][C:13]([O:16][CH2:18][CH2:19][CH2:20][CH2:21][CH2:22][CH2:23][CH2:24][CH:25]([CH3:27])[CH3:26])=[CH:12][C:11]=1[OH:17])=[O:9])[C:2]1[CH:3]=[CH:4][CH:5]=[CH:6][CH:7]=1 |f:2.3.4|. Procedure details: A mixture of 22.8 parts of 2,4-dihydroxyphenyl benzyl ketone, 22.1 parts of isodecyl bromide, 27.6 g. anhydrous potassium carbonate and 250 parts of dry acetone was stirred under reflux for 3 days. After cooling and filtering the filtrates were evaporated to dryness, the residue dissolved in petrol ether and the solution filtered. The filtrates well washed with 4 × 50 parts of N sodium hydroxide solution followed by 5 × 100 parts of water. The dried petrol solution was evaporated to give 26.2 pa...